This data is from the Open Reaction Database (ORD), a public repository of structured organic reaction records. The task is: describe an organic reaction: reactants, conditions, products, and yield Reactants: OCCNC1=C(C=C(C(=C1)[N+](=O)[O-])Cl)C (2-(2'-hydroxyethyl)amino-5-chloro-4-nitrotoluene), [Sn] (tin). Solvent: Cl (hydrochloric acid), O (water), [OH-].[Na+] (sodium hydroxide). Product: Cl.NC1=CC(=C(C=C1Cl)C)NCCO (4-amino-2-(2'-hydroxyethyl) amino-5-chlorotoluene hydrochloride). As a reaction SMILES: [OH:1][CH2:2][CH2:3][NH:4][C:5]1[CH:10]=[C:9]([N+:11]([O-])=O)[C:8]([Cl:14])=[CH:7][C:6]=1[CH3:15].[Sn]>Cl.O.[OH-].[Na+]>[ClH:14].[NH2:11][C:9]1[C:8]([Cl:14])=[CH:7][C:6]([CH3:15])=[C:5]([NH:4][CH2:3][CH2:2][OH:1])[CH:10]=1 |f:4.5,6.7,^3:15|. Procedure: 670 mg (2.9 mmol) of 2-(2'-hydroxyethyl)amino-5-chloro-4-nitrotoluene and 625 g of tin in 10 ml semiconcentrated hydrochloric acid were heated under reflux for one hour. After cooling, this mixture was diluted with 10 ml of water and 40 ml of 10 percent aqueous sodium hydroxide solution were added. The tin salt precipitate was filtered off and the filtrate was extracted 3 times with 30 ml of methylene chloride each time. After washing with water the filtrate was dried over sodium sulfate and the... Starting materials: FC(C1=CC(=NC=2N1N=CC2C#C)C2=CC=C(C=C2)C(F)(F)F)F (7-difluoromethyl-3-ethynyl-5-(4-trifluoromethyl-phenyl)-pyrazolo[1,5-a]pyrimidine), BrC1=CC=C(S1)S(=O)(=O)N1CCN(CC1)C (1-(5-Bromo-thiophene-2-sulfonyl)-4-methyl-piperazine). The product is FC(C1=CC(=NC=2N1N=CC2C#CC=2SC(=CC2)S(=O)(=O)N2CCN(CC2)C)C2=CC=C(C=C2)C(F)(F)F)F (7-Difluoromethyl-3-[5-(4-methyl-piperazine-1-sulfonyl)-thiophen-2-ylethynyl]-5-(4-trifluoromethyl-phenyl)-pyrazolo[1,5-a]pyrimidine), solid. Yield: 69.0%. Reaction SMILES: [F:1][CH:2]([F:24])[C:3]1[N:8]2[N:9]=[CH:10][C:11]([C:12]#[CH:13])=[C:7]2[N:6]=[C:5]([C:14]2[CH:19]=[CH:18][C:17]([C:20]([F:23])([F:22])[F:21])=[CH:16][CH:15]=2)[CH:4]=1.Br[C:26]1[S:30][C:29]([S:31]([N:34]2[CH2:39][CH2:38][N:37]([CH3:40])[CH2:36][CH2:35]2)(=[O:33])=[O:32])=[CH:28][CH:27]=1>>[F:24][CH:2]([F:1])[C:3]1[N:8]2[N:9]=[CH:10][C:11]([C:12]#[C:13][C:26]3[S:30][C:29]([S:31]([N:34]4[CH2:39][CH2:38][N:37]([CH3:40])[CH2:36][CH2:35]4)(=[O:32])=[O:33])=[CH:28][CH:27]=3)=[C:7]2[N:6]=[C:5]([C:14]2[CH:19]=[CH:18][C:17]([C:20]([F:23])([F:22])[F:21])=[CH:16][CH:15]=2)[CH:4]=1. Reported procedure: The title compound was prepared from 7-difluoromethyl-3-ethynyl-5-(4-trifluoromethyl-phenyl)-pyrazolo[1,5-a]pyrimidine (example C.2) (169 mg, 0.5 mmol) and 1-(5-bromo-thiophene-2-sulfonyl)-4-methyl-piperazine (example B.50) (163 mg, 0.5 mmol) according to general procedure II. Obtained as a yellow solid (200 mg, 69%). MS (EI) 581.1 [(M)+]; mp 226° C.